Task: describe an organic reaction: reactants, conditions, products, and yield. Dataset: the Open Reaction Database (ORD), a public repository of structured organic reaction records Starting materials: CN(C)c1ccncc1, O=C(Cl)c1ccc(Cl)nc1, Nc1nc(-c2ccco2)c(C(=O)C2CCOCC2)s1, O, c1ccncc1. Product: O=C(Nc1nc(-c2ccco2)c(C(=O)C2CCOCC2)s1)c1ccc(Cl)nc1. Reaction SMILES: [CH3:31][N:32]([c:33]1[cH:34][cH:35][n:36][cH:37][cH:38]1)[CH3:39].[Cl:20][c:21]1[n:22][cH:23][c:24]([C:25](=[O:26])[Cl:27])[cH:28][cH:29]1.[O:1]1[CH2:2][CH2:3][CH:4]([C:7](=[O:8])[c:9]2[c:10](-[c:15]3[o:16][cH:17][cH:18][cH:19]3)[n:11][c:12]([NH2:14])[s:13]2)[CH2:5][CH2:6]1.[OH2:30].[cH:40]1[cH:41][cH:42][n:43][cH:44][cH:45]1>>[O:1]1[CH2:2][CH2:3][CH:4]([C:7](=[O:8])[c:9]2[c:10](-[c:15]3[o:16][cH:17][cH:18][cH:19]3)[n:11][c:12]([NH:14][C:25]([c:24]3[cH:23][n:22][c:21]([Cl:20])[cH:29][cH:28]3)=[O:26])[s:13]2)[CH2:5][CH2:6]1.